describe an organic reaction: reactants, conditions, products, and yield From a dataset of the Open Reaction Database (ORD), a public repository of structured organic reaction records. The solvent is CC(=O)C (acetone). As a reaction SMILES: Br[CH2:2][CH2:3][CH2:4][CH2:5][C:6]1[CH:11]=[CH:10][C:9]([O:12][CH3:13])=[CH:8][CH:7]=1.[I-:14].[Na+]>CC(C)=O>[I:14][CH2:2][CH2:3][CH2:4][CH2:5][C:6]1[CH:11]=[CH:10][C:9]([O:12][CH3:13])=[CH:8][CH:7]=1 |f:1.2|. The product is ICCCCC1=CC=C(C=C1)OC (1-(4-Iodo-butyl)-4-methoxy-benzene). The reactants are BrCCCCC1=CC=C(C=C1)OC (1-(4-bromo-butyl)-4-methoxy-benzene), [I-].[Na+] (sodium iodide). Procedure details: A mixture consisting of 30.2 g (124 mmol) 1-(4-bromo-butyl)-4-methoxy-benzene, 19.2 g (128 mmol) sodium iodide and 508 ml acetone was heated to reflux temperature for 1 h. The resulting suspension was cooled to r.t. and the precipitated sodium bromide removed by filtration. The filtrate was stripped off the solvents by vacuum distillation and the residue distributed between water and diethyl ether. After drying of the organic phase over sodium sulphate, vacuum distillation gave 34.9 g (97%) of t... The yield is 97.0%. Solvent: CC(=O)O (AcOH), O (water), C(C)(=O)OCC (ethyl acetate). Procedure: (5-Cyclopropyl-isoxazol-3-yl)-carbamic acid phenyl ester (0.25 g, 1.024 mmol) is dissolved in AcOH (7.31 mL) and NCS (0.205 g, 1.53 mmol) is added and the reaction is heated to 79° C. for 2 hours. The reaction is cooled to room temperature and diluted with water and ethyl acetate. The organic layer is washed with 500 mL of water to remove the acid. The organic layer is dried (sodium sulfate) and concentrated to an oil (352 mg) to obtain the title compound that is used without further purificatio... Run at temperature 79 celsius. As a reaction SMILES: [C:1]1([O:7][C:8](=[O:18])[NH:9][C:10]2[CH:14]=[C:13]([CH:15]3[CH2:17][CH2:16]3)[O:12][N:11]=2)[CH:6]=[CH:5][CH:4]=[CH:3][CH:2]=1.C1C(=O)N([Cl:26])C(=O)C1>CC(O)=O.O.C(OCC)(=O)C>[C:1]1([O:7][C:8](=[O:18])[NH:9][C:10]2[C:14]([Cl:26])=[C:13]([CH:15]3[CH2:17][CH2:16]3)[O:12][N:11]=2)[CH:2]=[CH:3][CH:4]=[CH:5][CH:6]=1. Reactants: C1(=CC=CC=C1)OC(NC1=NOC(=C1)C1CC1)=O ((5-Cyclopropyl-isoxazol-3-yl)-carbamic acid phenyl ester), C1CC(=O)N(C1=O)Cl (NCS). The product is C1(=CC=CC=C1)OC(NC1=NOC(=C1Cl)C1CC1)=O ((4-Chloro-5-cyclopropyl-isoxazol-3-yl)-carbamic acid phenyl ester).